This data is from the Open Reaction Database (ORD), a public repository of structured organic reaction records. The task is: describe an organic reaction: reactants, conditions, products, and yield The product is O=C(NCc1cccc(-c2nc(=O)c3ccccc3s2)n1)C(F)(F)F. Reaction SMILES: [CH3:27][S:28](=[O:29])(=[O:30])[Cl:31].[F:1][C:2]([C:3](=[O:4])[OH:5])([F:6])[F:7].[NH2:8][CH2:9][c:10]1[cH:11][cH:12][cH:13][c:14](-[c:16]2[s:17][c:18]3[c:19]([c:20](=[O:22])[n:21]2)[cH:23][cH:24][cH:25][cH:26]3)[n:15]1.[cH:32]1[cH:33][cH:34][n:35][cH:36][cH:37]1>>[F:1][C:2]([C:3](=[O:4])[NH:8][CH2:9][c:10]1[cH:11][cH:12][cH:13][c:14](-[c:16]2[s:17][c:18]3[c:19]([c:20](=[O:22])[n:21]2)[cH:23][cH:24][cH:25][cH:26]3)[n:15]1)([F:6])[F:7]. Starting materials: CS(=O)(=O)Cl, O=C(O)C(F)(F)F, NCc1cccc(-c2nc(=O)c3ccccc3s2)n1, c1ccncc1.